This data is from the Open Reaction Database (ORD), a public repository of structured organic reaction records. The task is: describe an organic reaction: reactants, conditions, products, and yield Starting materials: C(#C)C=1C=NN2C1N=C(C=C2C(F)(F)F)C2=CC=C(C=C2)C(F)(F)F (3-ethynyl-7-trifluoromethyl-5-(4-trifluoromethyl-phenyl)-pyrazolo[1,5-a]pyrimidine), BrC=1C(=NC=CC1)C (3-bromo-2-methyl-pyridine). As a reaction SMILES: [C:1]([C:3]1[CH:4]=[N:5][N:6]2[C:11]([C:12]([F:15])([F:14])[F:13])=[CH:10][C:9]([C:16]3[CH:21]=[CH:20][C:19]([C:22]([F:25])([F:24])[F:23])=[CH:18][CH:17]=3)=[N:8][C:7]=12)#[CH:2].Br[C:27]1[C:28]([CH3:33])=[N:29][CH:30]=[CH:31][CH:32]=1>>[CH3:33][C:28]1[C:27]([C:2]#[C:1][C:3]2[CH:4]=[N:5][N:6]3[C:11]([C:12]([F:14])([F:13])[F:15])=[CH:10][C:9]([C:16]4[CH:21]=[CH:20][C:19]([C:22]([F:25])([F:24])[F:23])=[CH:18][CH:17]=4)=[N:8][C:7]=23)=[CH:32][CH:31]=[CH:30][N:29]=1. Procedure: The title compound was prepared from 3-ethynyl-7-trifluoromethyl-5-(4-trifluoromethyl-phenyl)-pyrazolo[1,5-a]pyrimidine (example C.1) (355 mg, 1.0 mmol) and 3-bromo-2-methyl-pyridine [CAS 38749-79-0; commercially available] (252 mg, 1.3 mmol) according to general procedure II. Obtained as a light brown solid (270 mg, 60%). MS (ISP) 447.0 [(M+H)+]; mp 198° C. Yields the product CC1=NC=CC=C1C#CC=1C=NN2C1N=C(C=C2C(F)(F)F)C2=CC=C(C=C2)C(F)(F)F (3-(2-Methyl-pyridin-3-ylethynyl)-7-trifluoromethyl-5-(4-trifluoromethyl-phenyl)-pyrazolo[1,5-a]pyrimidine), solid. Yield: 60.0%. Reactants: OC1=C(CN2CCN(CC2)C(=S)SC)C(=C(C(=C1OC)OC)O)C (methyl 4-(2,5-dihydroxy-3,4-dimethoxy-6-methylbenzyl)-1-piperazinecarbodithioate), 1-N, Cl (hydrochloric acid), CO (methanol), FeCl3.6H2O. Solvent: O (water). Conditions: time 30 minute. Product: COC=1C(C(=C(C(C1OC)=O)CN1CCN(CC1)C(=S)SC)C)=O (Methyl 4-(5,6-dimethoxy-3-methyl-1,4-benzoquinonylmethyl)-1-piperazinecarbodithioate). Isolated yield 77.5%. RXN SMILES: [OH:1][C:2]1[C:18]([O:19][CH3:20])=[C:17]([O:21][CH3:22])[C:16]([OH:23])=[C:15]([CH3:24])[C:3]=1[CH2:4][N:5]1[CH2:10][CH2:9][N:8]([C:11]([S:13][CH3:14])=[S:12])[CH2:7][CH2:6]1.Cl.CO>O>[CH3:22][O:21][C:17]1[C:16](=[O:23])[C:15]([CH3:24])=[C:3]([CH2:4][N:5]2[CH2:6][CH2:7][N:8]([C:11]([S:13][CH3:14])=[S:12])[CH2:9][CH2:10]2)[C:2](=[O:1])[C:18]=1[O:19][CH3:20]. Procedure: To 700 mg (1.88 mmol.) of methyl 4-(2,5-dihydroxy-3,4-dimethoxy-6-methylbenzyl)-1-piperazinecarbodithioate were added 7 ml of 1-N hydrochloric acid and 17 ml of methanol. The mixture was chilled with ice, and to the mixture was dropwise added a solution of 1.76 g (7.52 mmol.) of FeCl3.6H2O in 5 ml of water. The resulting homogeneous red-colored solution was stirred for 30 min. and placed under reduced pressure at a temperature of lower than 50° C. to distill off methanol. To the residue was adde... Reactants: NC1=NC(=NC(=C1NCC#N)SCC1=C(C(=CC=C1)F)F)SCC1=C(C(=CC=C1)F)F ([[4-amino-2,6-bis[[(2,3-difluorophenyl)methyl]thio]-5-pyrimidinyl]amino]acetonitrile), [OH-].[K+] (potassium hydroxide). The solvent is CO (methanol), ClCCl (dichloromethane). Product: FC1=C(C=CC=C1F)CSC1=NC2=NC(=CN=C2C(=N1)SCC1=C(C(=CC=C1)F)F)N (2,4-bis[[(2,3-difluorophenyl)methyl]thio]-7-pteridinamine). RXN SMILES: [NH2:1][C:2]1[C:7]([NH:8][CH2:9][C:10]#[N:11])=[C:6]([S:12][CH2:13][C:14]2[CH:19]=[CH:18][CH:17]=[C:16]([F:20])[C:15]=2[F:21])[N:5]=[C:4]([S:22][CH2:23][C:24]2[CH:29]=[CH:28][CH:27]=[C:26]([F:30])[C:25]=2[F:31])[N:3]=1.[OH-].[K+]>CO.ClCCl>[F:31][C:25]1[C:26]([F:30])=[CH:27][CH:28]=[CH:29][C:24]=1[CH2:23][S:22][C:4]1[N:5]=[C:6]([S:12][CH2:13][C:14]2[CH:19]=[CH:18][CH:17]=[C:16]([F:20])[C:15]=2[F:21])[C:7]2[C:2](=[N:1][C:10]([NH2:11])=[CH:9][N:8]=2)[N:3]=1 |f:1.2|. Procedure: A solution of the product from example 1 step b) (1.35 g) and potassium hydroxide (114 mg) in methanol (50 ml) and dichloromethane (20 ml) was stirred at room temperature for 24 hours. After evaporation in vacuo, the residue was purified by silica gel flash column chromatography, eluting with 5:1 dichloromethane:ethyl acetate, to give the subtitled compound as a pale yellow solid (0.37 g). The product is C1(=CC=CC=C1)C=1N=C(NC1)CSC1=NN2C(C=CC=C2)=N1 (2-(4-phenyl-1H-imidazol-2-ylmethylsulfanyl)-[1,2,4]triazolo[1,5-a]pyridine). Solvent: CN(C)C=O (DMF). Starting materials: N=C1N(C=CC=C1)NC(=S)N1C=NC=C1 (imidazole-1-carbothioic acid (2-imino-2H-pyridin-1-yl)-amide), ClCC=1NC(=CN1)C1=CC=CC=C1 (2-chloromethyl-5-phenyl-1H-imidazole). Reaction conditions: temperature 100 celsius. Reaction SMILES: N=[C:2]1[CH:7]=[CH:6][CH:5]=[CH:4][N:3]1[NH:8][C:9]([N:11]1C=CN=C1)=[S:10].Cl[CH2:17][C:18]1[NH:19][C:20]([C:23]2[CH:28]=[CH:27][CH:26]=[CH:25][CH:24]=2)=[CH:21][N:22]=1>CN(C=O)C>[C:23]1([C:20]2[N:19]=[C:18]([CH2:17][S:10][C:9]3[N:11]=[C:4]4[CH:5]=[CH:6][CH:7]=[CH:2][N:3]4[N:8]=3)[NH:22][CH:21]=2)[CH:24]=[CH:25][CH:26]=[CH:27][CH:28]=1. Procedure: A solution of imidazole-1-carbothioic acid (2-imino-2H-pyridin-1-yl)-amide (18 mg, 0.080 mmol) in DMF (0.5 mL) was added to 2-chloromethyl-5-phenyl-1H-imidazole (23 mg, 0.12 mmol) and the mixture was heated at 100° C. overnight. Volatiles were evaporated and the residue was purified by preparative LC-MS to yield the title compound. LC-MS: m/z=308.2 (MH+), tR=0.67 min, method A. The reactants are COC(=O)c1nc(NC2c3ccccc3CC2O)cnc1Br, COC(=O)c1nc(NC2c3ccccc3CC2O)cnc1-c1ccc(Cl)cc1Cl. Product: COC(=O)c1nc(NC2c3ccccc3CC2O)c(Br)nc1-c1ccc(Cl)cc1Cl. RXN SMILES: [Br:1][c:2]1[c:3]([C:4]([O:5][CH3:6])=[O:7])[n:8][c:9]([NH:10][CH:11]2[c:12]3[c:13]([cH:14][cH:15][cH:16][cH:17]3)[CH2:18][CH:19]2[OH:20])[cH:21][n:22]1.[Cl:23][c:24]1[c:25](-[c:31]2[c:32]([C:48](=[O:49])[O:50][CH3:51])[n:33][c:34]([NH:37][CH:38]3[CH:39]([OH:47])[CH2:40][c:41]4[cH:42][cH:43][cH:44][cH:45][c:46]43)[cH:35][n:36]2)[cH:26][cH:27][c:28]([Cl:30])[cH:29]1>>[Br:1][c:35]1[c:34]([NH:37][CH:38]2[CH:39]([OH:47])[CH2:40][c:41]3[cH:42][cH:43][cH:44][cH:45][c:46]32)[n:33][c:32]([C:48](=[O:49])[O:50][CH3:51])[c:31](-[c:25]2[c:24]([Cl:23])[cH:29][c:28]([Cl:30])[cH:27][cH:26]2)[n:36]1. Reactants: O.C1(=CC=C(C=C1)S(=O)(=O)O)C (p-Toluenesulfonic acid monohydrate), C(C)OC1=C(C=C(CC2=C(C3=CC=CC=CC3=C2)C(=O)O)C=C1)[C@@H]1O[C@@H]([C@@H]([C@@H]([C@@H]1OC(C)=O)OC(C)=O)OC(C)=O)COC(C)=O (2-(4-ethoxy-3-[(2S,3R,4R,5S,6R)-3,4,5-tris(acetyloxy)-6-[(acetyloxy)methyl]tetrahydro-2H-pyran-2-yl]benzyl)azulene-1-carboxylic acid). The product is C1=C(C=C2C=CC=CC=C12)CC=1C=CC(=C(C1)[C@H]1[C@H](O)[C@@H](O)[C@H](O)[C@H](O1)CO)OCC ((1S)-1,5-anhydro-1-[5-(azulen-2-ylmethyl)-2-ethoxyphenyl]-D-glucitol). The yield is 84.6%. Reaction SMILES: O.C1(C)C=CC(S(O)(=O)=O)=CC=1.[CH2:13]([O:15][C:16]1[CH:35]=[CH:34][C:19]([CH2:20][C:21]2[CH:30]=[C:29]3[C:23](=[CH:24][CH:25]=[CH:26][CH:27]=[CH:28]3)[C:22]=2C(O)=O)=[CH:18][C:17]=1[C@H:36]1[C@@H:41]([O:42]C(=O)C)[C@@H:40]([O:46]C(=O)C)[C@@H:39]([O:50]C(=O)C)[C@@H:38]([CH2:54][O:55]C(=O)C)[O:37]1)[CH3:14]>>[CH:22]1[C:23]2[C:29]([CH:28]=[CH:27][CH:26]=[CH:25][CH:24]=2)=[CH:30][C:21]=1[CH2:20][C:19]1[CH:34]=[CH:35][C:16]([O:15][CH2:13][CH3:14])=[C:17]([C@@H:36]2[O:37][C@H:38]([CH2:54][OH:55])[C@@H:39]([OH:50])[C@H:40]([OH:46])[C@H:41]2[OH:42])[CH:18]=1 |f:0.1|. Reported procedure: p-Toluenesulfonic acid monohydrate (40 mg) was added to a suspension of 2-(4-ethoxy-3-[(2S,3R,4R,5S,6R)-3,4,5-tris(acetyloxy)-6-[(acetyloxy)methyl]tetrahydro-2H-pyran-2-yl]benzyl)azulene-1-carboxylic acid (0.36 g) inbenzene (10 ml) and the mixture was refluxed with heating for 15 minutes. The reaction mixture was concentrated. The residue was purified by silica gel column chromatography (chloroform-methanol) to obtain (1S)-1,5-anhydro-1-[5-(azulen-2-ylmethyl)-2-ethoxyphenyl]-D-glucitol (203 mg). The reactants are O=C(NC)C1=CC=C(OC)C=C1. Reagents/catalysts: O=C(NC1=CC=CC2=C1NC(=C2C)C)C=3C=NC(=CC3)C4=NC=CC=C4, O1B(OC(C)(C)C1(C)C)B2OC(C)(C)C(O2)(C)C, C[OH2+].C[OH2+].C1CC=CCCC=C1.C1CC=CCCC=C1.[Ir].[Ir]. Solvent: O1CCCC1. Run at temperature 60 celsius, time 96 hour. The product is O=C(NC)C1=CC=C(OC)C=C1B2OC(C)(C)C(O2)(C)C. Isolated yield 59.0%. Reported procedure: Isolated by chromatography using deactivated silica gel and ethyl acetate and petroleum ether (10:1 to 1:1) as the eluent. Reactants: COC1CCC(CO[Si](C)(c2ccccc2)c2ccccc2)O1, CCOC(C)=O, CO, O=CO. The product is COC1CCC(CO)O1. Reaction SMILES: [CH3:1][O:2][CH:3]1[CH2:4][CH2:5][CH:6]([CH2:8][O:9][Si:10]([CH3:11])([c:12]2[cH:13][cH:14][cH:15][cH:16][cH:17]2)[c:18]2[cH:19][cH:20][cH:21][cH:22][cH:23]2)[O:7]1.[CH3:27][CH2:28][O:29][C:30]([CH3:31])=[O:32].[CH3:33][OH:34].[CH:24]([OH:25])=[O:26]>>[CH3:1][O:2][CH:3]1[CH2:4][CH2:5][CH:6]([CH2:8][OH:9])[O:7]1. Reactants: C=CCC1(C(=O)OC(C)(C)C)CC1, CO, ClCCl, O=[O+][O-]. Product: CC(C)(C)OC(=O)C1(CC=O)CC1. As a reaction SMILES: [C:1]([CH3:2])([CH3:3])([CH3:4])[O:5][C:6](=[O:7])[C:8]1([CH2:11][CH:12]=[CH2:13])[CH2:9][CH2:10]1.[CH3:17][OH:18].[Cl:19][CH2:20][Cl:21].[O-:14][O+:15]=[O:16]>>[C:1]([CH3:2])([CH3:3])([CH3:4])[O:5][C:6](=[O:7])[C:8]1([CH2:11][CH:12]=[O:14])[CH2:9][CH2:10]1.